From a dataset of the Open Reaction Database (ORD), a public repository of structured organic reaction records. describe an organic reaction: reactants, conditions, products, and yield Starting materials: O=C([O-])[O-], COC(=O)C1CC1COS(C)(=O)=O, CS(=O)(=O)O, O=c1cc(O)c2cc(Cl)ccc2o1, [Cs+], [Cs+], CN(C)C=O. Yields the product COC(=O)C1CC1COc1cc(=O)oc2ccc(Cl)cc12. Reaction SMILES: [C:14](=[O:15])([O-:16])[O-:17].[CH3:20][O:21][C:22](=[O:23])[CH:24]1[CH:25]([CH2:27][O:28][S:29]([CH3:30])(=[O:31])=[O:32])[CH2:26]1.[CH3:33][S:34]([OH:35])(=[O:36])=[O:37].[Cl:1][c:2]1[cH:3][c:4]2[c:5]([OH:13])[cH:6][c:7](=[O:12])[o:8][c:9]2[cH:10][cH:11]1.[Cs+:18].[Cs+:19].[O:38]=[CH:39][N:40]([CH3:41])[CH3:42]>>[Cl:1][c:2]1[cH:3][c:4]2[c:5]([O:13][CH2:27][CH:25]3[CH:24]([C:22]([O:21][CH3:20])=[O:23])[CH2:26]3)[cH:6][c:7](=[O:12])[o:8][c:9]2[cH:10][cH:11]1. Starting materials: C=CC1CCCN1C(=O)OC(C)(C)C, CCOC(C)=O, ClCCl, O=C(O)C(F)(F)F, [K+], [K+], O=[N+]([O-])c1ccc(CBr)cc1, O=C([O-])[O-], O. The product is C=CC1CCCN1Cc1ccc([N+](=O)[O-])cc1. Reaction SMILES: [C:1]([O:2][C:6](=[O:3])[N:8]1[CH:9]([CH:13]=[CH2:14])[CH2:10][CH2:11][CH2:12]1)([CH3:4])([CH3:5])[CH3:7].[CH3:32][CH2:33][O:34][C:35]([CH3:36])=[O:37].[Cl:38][CH2:39][Cl:40].[F:41][C:42]([F:43])([F:44])[C:45]([OH:46])=[O:47].[K+:26].[K+:27].[N+:15](=[O:16])([O-:17])[c:18]1[cH:19][cH:20][c:21]([CH2:22][Br:23])[cH:24][cH:25]1.[O-:28][C:29]([O-:30])=[O:31].[OH2:48]>>[CH2:6]([N:8]1[CH:9]([CH:13]=[CH2:14])[CH2:10][CH2:11][CH2:12]1)[c:21]1[cH:20][cH:19][c:18]([N+:15](=[O:16])[O-:17])[cH:25][cH:24]1. The product is O=C(Nc1ccon1)N1CCN(c2nc(-c3ccccc3)ns2)CC1. Reaction SMILES: [CH3:42][S:43](=[O:44])[CH3:45].[CH:32]([N:33]([CH:34]([CH3:35])[CH3:36])[CH2:37][CH3:38])([CH3:39])[CH3:40].[OH2:41].[c:15]1(-[c:21]2[n:22][s:23][c:24]([N:26]3[CH2:27][CH2:28][NH:29][CH2:30][CH2:31]3)[n:25]2)[cH:16][cH:17][cH:18][cH:19][cH:20]1.[o:1]1[n:2][c:3]([NH:6][C:7]([O:8][CH2:9][C:10]([Cl:11])([Cl:12])[Cl:13])=[O:14])[cH:4][cH:5]1>>[o:1]1[n:2][c:3]([NH:6][C:7](=[O:14])[N:29]2[CH2:28][CH2:27][N:26]([c:24]3[s:23][n:22][c:21](-[c:15]4[cH:16][cH:17][cH:18][cH:19][cH:20]4)[n:25]3)[CH2:31][CH2:30]2)[cH:4][cH:5]1. Starting materials: CS(C)=O, CCN(C(C)C)C(C)C, O, c1ccc(-c2nsc(N3CCNCC3)n2)cc1, O=C(Nc1ccon1)OCC(Cl)(Cl)Cl. The reactants are CCN(CC)c1ccccc1, C#CC(C)(C)Oc1cc([N+](=O)[O-])ccc1C#N. The product is CC1(C)C=Cc2c([N+](=O)[O-])ccc(C#N)c2O1. RXN SMILES: [CH2:18]([N:19]([CH2:20][CH3:21])[c:22]1[cH:23][cH:24][cH:25][cH:26][cH:27]1)[CH3:28].[CH3:1][C:2]([C:3]#[CH:4])([O:5][c:6]1[c:7]([C:8]#[N:9])[cH:10][cH:11][c:12]([N+:14](=[O:15])[O-:16])[cH:13]1)[CH3:17]>>[CH3:1][C:2]1([CH3:17])[CH:3]=[CH:4][c:13]2[c:6]([c:7]([C:8]#[N:9])[cH:10][cH:11][c:12]2[N+:14](=[O:15])[O-:16])[O:5]1. The reactants are CC(C)(C)C1CCC(=O)CC1, ClCCl, C1CCOC1, CCCCCC. The product is C=C1CCC(C(C)(C)C)CC1. RXN SMILES: [C:6]([CH3:7])([CH3:8])([CH3:9])[CH:10]1[CH2:11][CH2:12][C:13](=[O:16])[CH2:14][CH2:15]1.[CH2:17]([Cl:18])[Cl:19].[CH2:1]1[O:2][CH2:3][CH2:4][CH2:5]1.[CH3:20][CH2:21][CH2:22][CH2:23][CH2:24][CH3:25]>>[CH2:1]=[C:13]1[CH2:12][CH2:11][CH:10]([C:6]([CH3:7])([CH3:8])[CH3:9])[CH2:15][CH2:14]1. Reactants: CC(=O)OCc1c(Br)cccc1-n1ccc2cc(N(C)C)ccc2c1=O, Cn1cc(B2OC(C)(C)C(C)(C)O2)cc(Nc2ccc(C(=O)N3CCOCC3)cn2)c1=O, [K+], [K+], [K+], O=P([O-])([O-])[O-]. Product: CC(=O)OCc1c(-c2cc(Nc3ccc(C(=O)N4CCOCC4)cn3)c(=O)n(C)c2)cccc1-n1ccc2cc(N(C)C)ccc2c1=O. Reaction SMILES: [Br:33][c:34]1[c:35]([CH2:36][O:37][C:38]([CH3:39])=[O:40])[c:41](-[n:45]2[c:46](=[O:58])[c:47]3[cH:48][cH:49][c:50]([N:55]([CH3:56])[CH3:57])[cH:51][c:52]3[cH:53][cH:54]2)[cH:42][cH:43][cH:44]1.[CH3:1][n:2]1[c:3](=[O:32])[c:4]([NH:17][c:18]2[n:19][cH:20][c:21]([C:24](=[O:25])[N:26]3[CH2:27][CH2:28][O:29][CH2:30][CH2:31]3)[cH:22][cH:23]2)[cH:5][c:6]([B:8]2[O:9][C:10]([CH3:11])([CH3:12])[C:13]([CH3:14])([CH3:15])[O:16]2)[cH:7]1.[K+:64].[K+:65].[K+:66].[P:59]([O-:60])([O-:61])([O-:62])=[O:63]>>[CH3:1][n:2]1[c:3](=[O:32])[c:4]([NH:17][c:18]2[n:19][cH:20][c:21]([C:24](=[O:25])[N:26]3[CH2:27][CH2:28][O:29][CH2:30][CH2:31]3)[cH:22][cH:23]2)[cH:5][c:6](-[c:34]2[c:35]([CH2:36][O:37][C:38]([CH3:39])=[O:40])[c:41](-[n:45]3[c:46](=[O:58])[c:47]4[cH:48][cH:49][c:50]([N:55]([CH3:56])[CH3:57])[cH:51][c:52]4[cH:53][cH:54]3)[cH:42][cH:43][cH:44]2)[cH:7]1. Product: CC1=NC=C(C(=C1O)CO)C(C1=CC=C(C=C1)Cl)OC(C)=O ((+)-2-methyl-3-hydroxy-4-hydroxymethyl-5-[4-chloro-α-acetoxybenzyl]pyridine). Run at time 1.5 hour. Procedure details: 0.24 g (0.66 mmoles) of (+)-2,2,8-trimethyl-5-(4-chloro-α-acetoxybenzyl)-pyrido-[4,3-e]-1,3-dioxane are poured into a 10 ml round bottomed flask and dissolved in 3.3 ml of TFA/H2O (10:1). The reaction is allowed to stir at room temperature for 1.5 hours, the solvent is then removed by rotary evaporation. 1 ml of methanolic ammonia is added to the crude product (the excess of TFA being neutralized), then evaporated to dryness under high vacuum. The crude product was shown to contain 90% of the de... Reactants: CC1(OC2=C(CO1)C(=CN=C2C)C(C2=CC=C(C=C2)Cl)OC(C)=O)C ((+)-2,2,8-trimethyl-5-(4-chloro-α-acetoxybenzyl)-pyrido-[4,3-e]-1,3-dioxane). Solvent: C(=O)(C(F)(F)F)O.O (TFA H2O). RXN SMILES: CC1(C)[O:7][CH2:6][C:5]2[C:8]([CH:13]([O:21][C:22](=[O:24])[CH3:23])[C:14]3[CH:19]=[CH:18][C:17]([Cl:20])=[CH:16][CH:15]=3)=[CH:9][N:10]=[C:11]([CH3:12])[C:4]=2[O:3]1>C(O)(C(F)(F)F)=O.O>[CH3:12][C:11]1[C:4]([OH:3])=[C:5]([CH2:6][OH:7])[C:8]([CH:13]([O:21][C:22](=[O:24])[CH3:23])[C:14]2[CH:19]=[CH:18][C:17]([Cl:20])=[CH:16][CH:15]=2)=[CH:9][N:10]=1 |f:1.2|. The reactants are CC[O+](CC)CC, COc1cc2c(cc1OC)-c1cc(=O)[nH]c(=O)n1CC2, ClCCl, F[B-](F)(F)F. Yields the product CCOc1cc2n(c(=O)n1)CCc1cc(OC)c(OC)cc1-2. RXN SMILES: [CH2:26]([CH3:27])[O+:28]([CH2:29][CH3:30])[CH2:31][CH3:32].[CH3:1][O:2][c:3]1[cH:4][c:5]2[c:10]([cH:11][c:12]1[O:13][CH3:14])-[c:9]1[n:8]([c:18](=[O:19])[nH:17][c:16](=[O:20])[cH:15]1)[CH2:7][CH2:6]2.[Cl:33][CH2:34][Cl:35].[F:21][B-:22]([F:23])([F:24])[F:25]>>[CH3:1][O:2][c:3]1[cH:4][c:5]2[c:10]([cH:11][c:12]1[O:13][CH3:14])-[c:9]1[n:8]([c:18](=[O:19])[n:17][c:16]([O:20][CH2:26][CH3:27])[cH:15]1)[CH2:7][CH2:6]2. The reactants are C(C)OC(=O)C=1N=C2N(C=C(C=C2Cl)C(F)(F)F)C1 (8-chloro-6-(trifluoromethyl)imidazo[1,2,a]pyridine-2-carboxylic acid ethyl ester), ClC1=C(C=C(C=C1)OC)S(=O)(=O)N (2-chloro-5-methoxybenzenesulfonamide), [Cl-].C(C)[Al+]CC (diethylaluminum chloride), C(C)(C)O (Iso-propanol), [Cl-].C(C)[Al+]CC (diethylaluminum chloride), C(C)(=O)O (acetic acid). The solvent is CCCCCl (n-chlorobutane), CCCCCl (n-chlorobutane). Reaction conditions: temperature 70 celsius, time 4.5 hour. Product: ClC=1C=2N(C=C(C1)C(F)(F)F)C=C(N2)C(=O)NS(=O)(=O)C2=C(C=CC(=C2)OC)Cl (8-chloro-N-[(2-chloro-5-methoxyphenyl)-sulfonyl]-6-(trifluoromethyl)-imidazo[1,2-a]pyridine-2-carboxamide). Yield: 84.8%. Reaction SMILES: C(O[C:4]([C:6]1[N:7]=[C:8]2[C:13]([Cl:14])=[CH:12][C:11]([C:15]([F:18])([F:17])[F:16])=[CH:10][N:9]2[CH:19]=1)=[O:5])C.[Cl:20][C:21]1[CH:26]=[CH:25][C:24]([O:27][CH3:28])=[CH:23][C:22]=1[S:29]([NH2:32])(=[O:31])=[O:30].[Cl-].C([Al+]CC)C.C(O)(C)C.C(O)(=O)C>CCCCCl>[Cl:14][C:13]1[C:8]2[N:9]([CH:19]=[C:6]([C:4]([NH:32][S:29]([C:22]3[CH:23]=[C:24]([O:27][CH3:28])[CH:25]=[CH:26][C:21]=3[Cl:20])(=[O:31])=[O:30])=[O:5])[N:7]=2)[CH:10]=[C:11]([C:15]([F:16])([F:17])[F:18])[CH:12]=1 |f:2.3|. Procedure details: A stirred slurry of 8-chloro-6-(trifluoromethyl)imidazo[1,2,a]pyridine-2-carboxylic acid ethyl ester (3.0 g, 10.3 mmol) and 2-chloro-5-methoxybenzenesulfonamide (2.39 g, 10.8 mmol, 1.05 equiv) in n-chlorobutane (45 mL) was heated to 50° C. under nitrogen. To this slurry was added neat diethylaluminum chloride (1.40 mL, 11.3 mmol). After complete addition of diethylaluminum chloride the temperature of the reaction mixture was adjusted to 65-70° C. and was held at this temperature for 4.5 h. An ad... Starting materials: CCCCCC (hexane), C1(CCC(C)O1)=O (γ-valerolactone), C(CCCCCC)N (n-heptylamine), C(C)(=O)OCC (ethyl acetate). Run in C1(=CC=CC=C1)C (toluene). Yields the product C(CCCCCC)NC(CCCCO)=O (N-heptyl-5-hydroxypentanamide). As a reaction SMILES: [C:1]1(=[O:7])O[CH:4]([CH3:5])[CH2:3][CH2:2]1.[CH2:8]([NH2:15])[CH2:9][CH2:10][CH2:11][CH2:12][CH2:13][CH3:14].CCCCCC.C(OCC)(=[O:24])C>C1(C)C=CC=CC=1>[CH2:8]([NH:15][C:5](=[O:24])[CH2:4][CH2:3][CH2:2][CH2:1][OH:7])[CH2:9][CH2:10][CH2:11][CH2:12][CH2:13][CH3:14]. Procedure details: Part A. A solution of γ-valerolactone (25.0 g, 0.249 mol) in toluene (50 mL) and n-heptylamine (35.96 g, 0.312 mol) was heated to reflux for 18 hours under a nitrogen atmosphere. The reaction mixture was allowed to cool to ambient temperature, diluted with ethyl acetate (300 mL), washed with 1N aqueous HCl (50 mL), water, brine, dried over magnesium sulfate and concentrated to give a white solid. The product was crystallized from ethyl ether:hexane to give N-heptyl-5-hydroxypentanamide (41.8 g, ...